Task: describe an organic reaction: reactants, conditions, products, and yield. Dataset: the Open Reaction Database (ORD), a public repository of structured organic reaction records Reactants: [N+](=O)([O-])C1=CC=C(C=C1)CC(=O)O (4-nitrophenylacetic acid), OS(=O)(=O)O (H2SO4), BrCCCBr (1,3-dibromopropane), CN(C)C=O (DMF), CN(C)C=O (DMF), CN(C)C=O (DMF), [H-].[Na+] (NaH), [H-] (hydride). Run in CO (MeOH), O (H2O), O (H2O). Reaction conditions: time 1.5 hour. Product: [N+](=O)([O-])C1=CC=C(C=C1)CC(=O)OC (Methyl 4-nitrophenylacetate), [N+](=O)([O-])C1=CC=C(C=C1)C1(CCC1)C(=O)OC (methyl 1-(4-nitrophenyl)-cyclobutanecarboxylate). As a reaction SMILES: [H-].[Na+].[N+:3]([C:6]1[CH:11]=[CH:10][C:9]([CH2:12][C:13]([OH:15])=[O:14])=[CH:8][CH:7]=1)([O-:5])=[O:4].OS(O)(=O)=O.Br[CH2:22][CH2:23][CH2:24]Br.[H-].CN([CH:30]=[O:31])C>O.CO>[N+:3]([C:6]1[CH:7]=[CH:8][C:9]([CH2:12][C:13]([O:15][CH3:22])=[O:14])=[CH:10][CH:11]=1)([O-:5])=[O:4].[N+:3]([C:6]1[CH:7]=[CH:8][C:9]([C:12]2([C:13]([O:31][CH3:30])=[O:15])[CH2:24][CH2:23][CH2:22]2)=[CH:10][CH:11]=1)([O-:5])=[O:4] |f:0.1|. Reported procedure: NaH (80% dispersion in mineral oil, 0.26 mol) was suspended in DMF under nitrogen atmosphere. Methyl 4-nitrophenylacetate (0.13 mol), that was prepared by refluxing 4-nitrophenylacetic acid (0.2 mol) with MeOH (100 mL) and conc. H2SO4 (1 mL) for 24 h, dissolved in DMF was added dropwise followed by 1,3-dibromopropane (0.13 mol) in DMF. stirring was continued at room temperature for 1.5 h. Excess hydride was then decomposed by the cautious addion of H2O. More H2O was added and extracted with tolu... Reactants: Cc1ccccc1, CCO, Clc1ccnc(Cl)c1, [K+], [K+], N#N, O=C([O-])[O-], O, c1ccc(P(c2ccccc2)(c2ccccc2)[Pd](P(c2ccccc2)(c2ccccc2)c2ccccc2)(P(c2ccccc2)(c2ccccc2)c2ccccc2)P(c2ccccc2)(c2ccccc2)c2ccccc2)cc1, OB(O)c1ccsc1. The product is Clc1ccnc(-c2ccsc2)c1. RXN SMILES: [CH3:103][c:104]1[cH:105][cH:106][cH:107][cH:108][cH:109]1.[CH3:110][CH2:111][OH:112].[Cl:3][c:4]1[n:5][cH:6][cH:7][c:8]([Cl:10])[cH:9]1.[K+:19].[K+:20].[N:1]#[N:2].[O-:21][C:22]([O-:23])=[O:24].[OH2:102].[cH:25]1[cH:26][cH:27][c:28]([P:29]([Pd:30]([P:31]([c:32]2[cH:33][cH:34][cH:35][cH:36][cH:37]2)([c:38]2[cH:39][cH:40][cH:41][cH:42][cH:43]2)[c:44]2[cH:45][cH:46][cH:47][cH:48][cH:49]2)([P:50]([c:51]2[cH:52][cH:53][cH:54][cH:55][cH:56]2)([c:57]2[cH:58][cH:59][cH:60][cH:61][cH:62]2)[c:63]2[cH:64][cH:65][cH:66][cH:67][cH:68]2)[P:69]([c:70]2[cH:71][cH:72][cH:73][cH:74][cH:75]2)([c:76]2[cH:77][cH:78][cH:79][cH:80][cH:81]2)[c:82]2[cH:83][cH:84][cH:85][cH:86][cH:87]2)([c:88]2[cH:89][cH:90][cH:91][cH:92][cH:93]2)[c:94]2[cH:95][cH:96][cH:97][cH:98][cH:99]2)[cH:100][cH:101]1.[s:11]1[cH:12][c:13]([B:16]([OH:17])[OH:18])[cH:14][cH:15]1>>[c:4]1(-[c:13]2[cH:12][s:11][cH:15][cH:14]2)[n:5][cH:6][cH:7][c:8]([Cl:10])[cH:9]1. Starting materials: C(C1=CC=CC=C1)(=O)Cl (benzoyl chloride), NC=1C=C(C=CC1C)C(F)(F)F (3-amino-4-methyl-benzotrifluoride). Run in N1=CC=CC=C1 (pyridine). Reaction conditions: time 1 hour. Yields the product C(C1=CC=CC=C1)(=O)NC=1C=C(C=CC1C)C(F)(F)F (3-benzoylamino-4-methyl-benzotrifluoride). The yield is 100.0%. Reaction SMILES: [C:1](Cl)(=[O:8])[C:2]1[CH:7]=[CH:6][CH:5]=[CH:4][CH:3]=1.[NH2:10][C:11]1[CH:12]=[C:13]([C:18]([F:21])([F:20])[F:19])[CH:14]=[CH:15][C:16]=1[CH3:17]>N1C=CC=CC=1>[C:1]([NH:10][C:11]1[CH:12]=[C:13]([C:18]([F:19])([F:20])[F:21])[CH:14]=[CH:15][C:16]=1[CH3:17])(=[O:8])[C:2]1[CH:7]=[CH:6][CH:5]=[CH:4][CH:3]=1. Procedure details: Under ice-cooling, 4.0 ml (34.5 mmol) of benzoyl chloride was added dropwise to a mixture of 4.97 g (28.8 mmol) of 3-amino-4-methyl-benzotrifluoride and 10 ml of pyridine. After stirring the mixture at room temperature for 1 hour, the solvent was removed under reduced pressure, and water was added to the residue. The precipitated solid was collected by filtration and then washed with water and a 50% aqueous methanol solution to give 8.04 g of 3-benzoylamino-4-methyl-benzotrifluoride. Reactants: CC1CNCCN1, Nc1c(F)c(F)c(F)c2c1c(=O)c(C(=O)O)cn2C1CC1, c1ccncc1. The product is CC1CN(c2c(F)c(N)c3c(=O)c(C(=O)O)cn(C4CC4)c3c2F)CCN1. Reaction SMILES: [CH3:22][CH:23]1[NH:24][CH2:25][CH2:26][NH:27][CH2:28]1.[NH2:1][c:2]1[c:3]2[c:4](=[O:21])[c:5]([C:18](=[O:19])[OH:20])[cH:6][n:7]([CH:15]3[CH2:16][CH2:17]3)[c:8]2[c:9]([F:14])[c:10]([F:13])[c:11]1[F:12].[cH:29]1[cH:30][cH:31][n:32][cH:33][cH:34]1>>[NH2:1][c:2]1[c:3]2[c:4](=[O:21])[c:5]([C:18](=[O:19])[OH:20])[cH:6][n:7]([CH:15]3[CH2:16][CH2:17]3)[c:8]2[c:9]([F:14])[c:10]([N:27]2[CH2:26][CH2:25][NH:24][CH:23]([CH3:22])[CH2:28]2)[c:11]1[F:12]. Starting materials: CC=1N=NC(=CC1)C (3,6-dimethylpyridazine), [N+](=O)([O-])C1=C(C=O)C=CC=C1 (o-nitrobenzaldehyde). Solvent: C(CC)(=O)OC(CC)=O (propionic anhydride). Product: [N+](=O)([O-])C1=C(C=CC=2N=NC(=CC2)C=CC2=C(C=CC=C2)[N+](=O)[O-])C=CC=C1 (3,6-di(o-nitrostyryl)pyridazine). The yield is 39.8%. Reaction SMILES: [CH3:1][C:2]1[N:3]=[N:4][C:5]([CH3:8])=[CH:6][CH:7]=1.[N+:9]([C:12]1[CH:19]=[CH:18][CH:17]=[CH:16][C:13]=1[CH:14]=O)([O-:11])=[O:10]>C(OC(=O)CC)(=O)CC>[N+:9]([C:12]1[CH:19]=[CH:18][CH:17]=[CH:16][C:13]=1[CH:14]=[CH:1][C:2]1[N:3]=[N:4][C:5]([CH:8]=[CH:14][C:13]2[CH:16]=[CH:17][CH:18]=[CH:19][C:12]=2[N+:9]([O-:11])=[O:10])=[CH:6][CH:7]=1)([O-:11])=[O:10]. Procedure details: First, 24 g of 3,6-dimethylpyridazine and 67 g of o-nitrobenzaldehyde were dissolved in 600 ml of propionic anhydride, then heated under reflux so as to obtain 33 g of 3,6-di(o-nitrostyryl)pyridazine.